Dataset: the Open Reaction Database (ORD), a public repository of structured organic reaction records. Task: describe an organic reaction: reactants, conditions, products, and yield The reactants are COC1=CC=C(C=N1)OC[C@@H]1N(CC1)C(=O)OCC1=CC=CC=C1 (6-methoxy-3-(1-Cbz-2-(R)-azetidinylmethoxy)pyridine). Reagents/catalysts: [Pd] (Pd/C). Solvent: CCO (EtOH). Run at time 16 hour. Yields the product COC1=CC=C(C=N1)OC[C@@H]1NCC1 (6-methoxy-3-(2-(R)-azetidinylmethoxy)pyridine). Yield: 94.5%. As a reaction SMILES: [CH3:1][O:2][C:3]1[N:8]=[CH:7][C:6]([O:9][CH2:10][C@H:11]2[CH2:14][CH2:13][N:12]2C(OCC2C=CC=CC=2)=O)=[CH:5][CH:4]=1>CCO.[Pd]>[CH3:1][O:2][C:3]1[N:8]=[CH:7][C:6]([O:9][CH2:10][C@H:11]2[CH2:14][CH2:13][NH:12]2)=[CH:5][CH:4]=1. Procedure: 6-methoxy-3-(1-Cbz-2-(R)-azetidinylmethoxy)pyridine from Example 119c (300 mg, 0.91 mmol) was combined with 10% Pd/C (50 mg) in 30 mL of EtOH, and the mixture was stirred under an H2 atmosphere for 16 hours. The mixture was filtered and concentrated. The crude free base was converted to the salt by treatment with p toluenesulfonic acid in ethyl acetate. The mixture was concentrated, the residue was triturated with ether, and the product was recrystalized from ethyl acetate/ether to give 167 mg (...